Dataset: the Open Reaction Database (ORD), a public repository of structured organic reaction records. Task: describe an organic reaction: reactants, conditions, products, and yield Starting materials: C([C@@H](C(=O)O)N)SSC[C@@H](C(=O)O)N (L-cystine), CN=C=O (methyl isocyanate). The solvent is [OH-].[Na+] (sodium hydroxide). Reaction conditions: time 2 hour. Yields the product CN1C(N[C@H](C1=O)CSSC[C@H]1NC(N(C1=O)C)=O)=O ((R,S)-Bis-(1-methyl-2,5-dioxo-4-imidazolidinyl-methyl)-disulphide). Reaction SMILES: [CH2:1]([S:7][S:8][CH2:9][C@H:10]([NH2:14])[C:11]([OH:13])=O)[C@H:2]([NH2:6])[C:3]([OH:5])=O.[CH3:15][N:16]=[C:17]=[O:18]>[OH-].[Na+]>[CH3:15][N:16]1[C:11](=[O:13])[C@H:10]([CH2:9][S:8][S:7][CH2:1][C@@H:2]2[C:3](=[O:5])[N:16]([CH3:15])[C:17](=[O:18])[NH:6]2)[NH:14][C:17]1=[O:18] |f:2.3|. Procedure: To a mixture of L-cystine (12 g) and 2 molar sodium hydroxide solution (50 ml), cooled to 0°-5° C. in an ice bath, was added, dropwise, methyl isocyanate (8.55 g). The clear solution was stirred at 0° for 2 hours, and then at room temperature over night. Reactants: [Al+3], C1CCOC1, CC1(C#N)CCCc2sc(-c3ccnc4[nH]ncc34)nc21, [H-], [H-], [H-], [H-], [Li+]. Product: CC1(CN)CCCc2sc(-c3ccnc4[nH]ncc34)nc21. As a reaction SMILES: [Al+3:23].[CH2:28]1[O:29][CH2:30][CH2:31][CH2:32]1.[CH3:1][C:2]1([C:20]#[N:21])[CH2:3][CH2:4][CH2:5][c:6]2[c:7]1[n:8][c:9](-[c:11]1[c:12]3[c:13]([n:14][cH:15][cH:16]1)[nH:17][n:18][cH:19]3)[s:10]2.[H-:22].[H-:25].[H-:26].[H-:27].[Li+:24]>>[CH3:1][C:2]1([CH2:20][NH2:21])[CH2:3][CH2:4][CH2:5][c:6]2[c:7]1[n:8][c:9](-[c:11]1[c:12]3[c:13]([n:14][cH:15][cH:16]1)[nH:17][n:18][cH:19]3)[s:10]2. Starting materials: CCOC(C)=O, CCO, FC(F)(F)c1ccc(C=C2c3ccccc3CCc3ccccc32)cc1, [H][H]. Yields the product FC(F)(F)c1ccc(CC2c3ccccc3CCc3ccccc32)cc1. As a reaction SMILES: [CH3:27][CH2:28][O:29][C:30](=[O:31])[CH3:32].[CH3:35][CH2:36][OH:37].[F:1][C:2]([c:3]1[cH:4][cH:5][c:6]([CH:7]=[C:8]2[c:9]3[c:10]([cH:19][cH:20][cH:21][cH:22]3)[CH2:11][CH2:12][c:13]3[c:14]2[cH:15][cH:16][cH:17][cH:18]3)[cH:23][cH:24]1)([F:25])[F:26].[H:33][H:34]>>[F:1][C:2]([c:3]1[cH:4][cH:5][c:6]([CH2:7][CH:8]2[c:9]3[c:10]([cH:19][cH:20][cH:21][cH:22]3)[CH2:11][CH2:12][c:13]3[c:14]2[cH:15][cH:16][cH:17][cH:18]3)[cH:23][cH:24]1)([F:25])[F:26]. Reactants: C(=C)C1=CC=2CC3=CC=CC=C3C2C=C1 (2-vinylfluorene), solution, [OH-].C(C1=CC=CC=C1)[N+](C)(C)C (benzyltrimethyl ammonium hydroxide). The solvent is N1=CC=CC=C1 (pyridine), N1=CC=CC=C1 (pyridine). Reaction conditions: temperature 0 celsius, time 1.5 hour. Product: C(=C)C=1C(C2=CC3=CC=CC=C3C2=CC1)=O (2-vinylfluorenone), material. RXN SMILES: [CH:1]([C:3]1[CH:15]=[CH:14][C:13]2[C:12]3[C:7](=[CH:8][CH:9]=[CH:10][CH:11]=3)[CH2:6][C:5]=2[CH:4]=1)=[CH2:2].[OH-:16].C([N+](C)(C)C)C1C=CC=CC=1>N1C=CC=CC=1>[CH:1]([C:3]1[C:4](=[O:16])[C:5]2[C:13](=[CH:14][CH:15]=1)[C:12]1[C:7](=[CH:8][CH:9]=[CH:10][CH:11]=1)[CH:6]=2)=[CH2:2] |f:1.2|. Procedure details: The 2-vinylfluorene prepared in Example I is dissolved in 800 milliliters of pyridine and cooled to 0° C. One-half milliliter of a 40% solution of benzyltrimethyl ammonium hydroxide in pyridine is slowly added with air being bubbled through the reaction solution. The initially formed red coloration fades over a period of 1 to 2 hours and the solution is poured into water and extracted with benzene to yield 9 grams (90% theory) of a yellow solid. The residue is chromatographed on alumina (Woehlm ... The reactants are C(C)(C)[N-]C(C)C.[Li+] (lithium diisopropyl amide), CCOC(=O)C (EtOAc), C1(=CC=CC=C1)CC(=O)O (phenyl acetic acid), C1(CCCCC1)=O (cyclohexanone). Run in CCOC(=O)C.O (EtOAc water), C1CCOC1 (THF), C1CCOC1 (THF), CCCCCC (hexane), C1CCOC1 (THF). Run at time 30 minute. Yields the product OC1(CCCCC1)C(C(=O)O)C1=CC=CC=C1 (2-(1-Hydroxycyclohexyl)-2-phenylacetic acid). Reaction SMILES: C([N-]C(C)C)(C)C.[Li+].[C:9]1([CH2:15][C:16]([OH:18])=[O:17])[CH:14]=[CH:13][CH:12]=[CH:11][CH:10]=1.[C:19]1(=[O:25])[CH2:24][CH2:23][CH2:22][CH2:21][CH2:20]1.CCOC(C)=O>C1COCC1.CCCCCC.CCOC(C)=O.O>[OH:25][C:19]1([CH:15]([C:9]2[CH:14]=[CH:13][CH:12]=[CH:11][CH:10]=2)[C:16]([OH:18])=[O:17])[CH2:24][CH2:23][CH2:22][CH2:21][CH2:20]1 |f:0.1,7.8|. Procedure details: To a dried 250 mL round bottom flask containing 2 M lithium diisopropyl amide in THF (2 eq.) in THF (329 mL) at 0° C., was added phenyl acetic acid (6 g, 44.07 mmol). The resulting mixture was then stirred at ambient temperature for 30 minutes. The reaction mixture was cooled to −78° C. and cyclohexanone (commercially available from Sigma-Aldrich, Milwaukee, Wis.) (5.49 mL, 52.88 mmol, 1.2 eq.) in THF (181 mL) was added dropwise. The resulting mixture was stirred at −78° C. and allowed to warm t...